This data is from the Open Reaction Database (ORD), a public repository of structured organic reaction records. The task is: describe an organic reaction: reactants, conditions, products, and yield Starting materials: COC(NC(C(C)C)C(=O)N1C(CCC1)C(NC1=CC=C(C=C1)C1=CC=C(C=C1)Br)=O)=O ({1-[2-(4′-Bromo-biphenyl-4-ylcarbamoyl)-pyrrolidine-1-carbonyl]-2-methyl-propyl}-carbamic acid methyl ester), COC(NC(C(C)C)C(=O)N1CC2(CC2)CC1C1=NC2=C(N1)C=C(C=C2)B2OC(C(O2)(C)C)(C)C)=O ((2-Methyl-1-{6-[6-(4,4,5,5-tetramethyl-[1,3,2]dioxaborolan-2-yl)-1H-benzoimidazol-2-yl]-5-aza-spiro[2.4]heptane-5-carbonyl}-propyl)-carbamic acid methyl ester), COC(NC(C(C)C)C(=O)N1C(CCC1)C=1NC(=CN1)C1=CC2=CC=C(C=C2C=C1)C1=CC=C(C=C1)C=1NC(=NC1)C1N(CCC1)C(C(C(C)C)NC(=O)OC)=O)=O ([1-(2-{5-[6-(4-{2-[1-(2-Methoxycarbonylamino-3-methyl-butyryl)-pyrrolidin-2-yl]-3H-imidazol-4-yl}-phenyl)-naphthalen-2-yl]-1H-imidazol-2-yl}-pyrrolidine-1-carbonyl)-2-methyl-propyl]-carbamic acid methyl ester), COC(NC(C(C)C)C(=O)N1C(CCC1)C=1NC(=CN1)C1=CC2=CC=C(C=C2C=C1)B1OC(C(O1)(C)C)(C)C)=O ([2-methyl-1-(2-{5-[6-(4,4,5,5-tetramethyl-[1,3,2]dioxaborolan-2-yl)-naphthalen-2-yl]-1H-imidazol-2-yl}-pyrrolidine-1-carbonyl)-propyl]-carbamic acid methyl ester), COC(NC(C(C)C)C(=O)N1CC2(CC2)CC1C1=NC2=C(N1)C=C(C=C2)B2OC(C(O2)(C)C)(C)C)=O ((2-Methyl-1-{6-[6-(4,4,5,5-tetramethyl-[1,3,2]dioxaborolan-2-yl)-1H-benzoimidazol-2-yl]-5-aza-spiro[2.4]heptane-5-carbonyl}-propyl)-carbamic acid methyl ester), COC(N)=O (carbamic acid methyl ester), COC(NC(C(C)C)C(=O)N1C(CC(C1)C#N)C=1NC(=CN1)C1=CC=2C(C3=CC(=CC=C3C2C=C1)C1=CC2=C(N=C(N2)C2N(CC3(CC3)C2)C(C(C(C)C)NC(=O)OC)=O)C=C1)(F)F)=O ((1-[4-Cyano-2-[5-(9,9-difluoro-7-{2-[5-(2-methoxycarbonylamino-3-methyl-butyryl)-5-aza-spiro[2.4]hept-6-yl]-3H-benzoimidazol-5-yl}-9H-fluoren-2-yl)-1H-imidazol-2-yl]-pyrrolidine-1-carbonyl]-2-methyl-propyl)-carbamic acid methyl ester), COC(NC(C(C)C)C(=O)N1C(CCC1)C=1NC(=CN1)C1=CC=C(C=C1)Br)=O ((1-{2-[5-(4-bromo-phenyl)-1H-imidazol-2-yl]-pyrrolidine-1-carbonyl}-2-methyl-propyl)-carbamic acid methyl ester). Product: COC(NC(C(C)C)C(=O)N1CC2(CC2)CC1C=1NC(=CN1)C1=CC2=CC=C(C=C2C=C1)B1OC(C(O1)(C)C)(C)C)=O ([2-Methyl-1-(6-{5-[6-(4,4,5,5-tetramethyl-[1,3,2]dioxaborolan-2-yl)-naphthalen-2-yl]-1H-imidazol-2-yl}-5-aza-spiro[2.4]heptane-5-carbonyl)-propyl]-carbamic acid methyl ester). RXN SMILES: [CH3:1][O:2][C:3](=[O:36])[NH:4][CH:5]([C:9]([N:11]1[CH:17]([C:18]2[NH:22][C:21]3C=C(B4OC(C)(C)C(C)(C)O4)C=C[C:20]=3[N:19]=2)[CH2:16][C:13]2([CH2:15][CH2:14]2)[CH2:12]1)=[O:10])[CH:6]([CH3:8])[CH3:7].COC(=O)N.COC(=O)NC(C(N1CCCC1C(=O)N[C:59]1[CH:64]=[CH:63][C:62]([C:65]2[CH:70]=[CH:69][C:68](Br)=[CH:67][CH:66]=2)=CC=1)=O)C(C)C.COC(=O)NC(C(N1CC(C#N)CC1C1NC(C2C=[CH:107][C:106]3[C:105]4C(=CC(C5C=CC6N=C(C7CC8(CC8)CN7C(=O)C(NC(OC)=O)C(C)C)NC=6C=5)=CC=4)[C:99](F)(F)[C:98]=3[CH:97]=2)=CN=1)=O)C(C)C.COC(=O)NC(C(N1CCCC1C1NC(C2C=CC3C(=CC=C(C4C=CC(C5NC(C6CCCN6C(=O)C(NC(OC)=O)C(C)C)=NC=5)=CC=4)C=3)C=2)=CN=1)=O)C(C)C.COC(=O)NC(C(N1CCCC1C1NC(C2C=CC(Br)=CC=2)=CN=1)=O)C(C)C.COC(=O)NC(C(N1CCCC1C1NC(C2C=CC3C(=CC=C([B:255]4[O:259]C(C)(C)C(C)(C)[O:256]4)C=3)C=2)=CN=1)=O)C(C)C>>[CH3:1][O:2][C:3](=[O:36])[NH:4][CH:5]([C:9]([N:11]1[CH:17]([C:18]2[NH:22][C:21]([C:63]3[CH:64]=[CH:59][C:66]4[C:65](=[CH:70][CH:69]=[C:68]([B:255]5[O:259][C:98]([CH3:99])([CH3:97])[C:106]([CH3:107])([CH3:105])[O:256]5)[CH:67]=4)[CH:62]=3)=[CH:20][N:19]=2)[CH2:16][C:13]2([CH2:15][CH2:14]2)[CH2:12]1)=[O:10])[CH:6]([CH3:7])[CH3:8]. Reported procedure: 6-(2-Amino-5-bromo-phenylcarbamoyl)-5-aza-spiro[2.4]heptane-5-carboxylic acid benzyl ester and 6-(2-Amino-4-bromo-phenylcarbamoyl)-5-aza-spiro[2.4]heptane-5-carboxylic acid benzyl ester: 5-Aza-spiro[2.4]heptane-5,6-dicarboxylic acid 5-benzyl ester 6 methyl ester (987 mg, 3.41 mmol) was dissolved in EtOH (10 mL) and LiOH (1 M in H2O, 5 mL, 5 mmol) was added. After stirring for 2 hours at 50° C., the reaction mixture was poured into 10% HCl and the aqueous phase was extracted 3× with DCM. The comb... The reactants are C(CCCCCCC)P(CCCCCCCC)CCCCCCCC (trioctylphosphine), C(Br)(Br)(Br)Br (carbon tetrabromide), [Si](C)(C)(C(C)(C)C)OC1=C(C=C(C=C1)CO)CO[Si](C)(C)C(C)(C)C ([4-(tert-butyldimethylsilanyloxy)-3-(tert-butyldimethylsilanyloxymethyl)phenyl]methanol). Solvent: C(C)OCC (ethyl ether). Product: BrCC1=CC(=C(C=C1)O[Si](C)(C)C(C)(C)C)CO[Si](C)(C)C(C)(C)C (4-Bromomethyl-1-(tert-butyldimethylsilanyloxy)-2-(tert-butyldimethylsilanyloxymethyl)benzene). Reaction SMILES: C(P(CCCCCCCC)CCCCCCCC)CCCCCCC.[C:26]([Br:30])(Br)(Br)Br.[Si:31]([O:38][C:39]1[CH:44]=[CH:43][C:42](CO)=[CH:41][C:40]=1[CH2:47][O:48][Si:49]([C:52]([CH3:55])([CH3:54])[CH3:53])([CH3:51])[CH3:50])([C:34]([CH3:37])([CH3:36])[CH3:35])([CH3:33])[CH3:32]>C(OCC)C>[Br:30][CH2:26][C:42]1[CH:43]=[CH:44][C:39]([O:38][Si:31]([C:34]([CH3:37])([CH3:36])[CH3:35])([CH3:33])[CH3:32])=[C:40]([CH2:47][O:48][Si:49]([C:52]([CH3:55])([CH3:54])[CH3:53])([CH3:50])[CH3:51])[CH:41]=1. Procedure details: In a manner similar to Example 3(b), by reacting 4.2 ml (9.4 mmol) of trioctylphosphine, 3.1 g (9.4 mmol) of carbon tetrabromide with 1.7 g (4.3 mmol) of [4-(tert-butyldimethylsilanyloxy)-3-(tert-butyldimethylsilanyloxymethyl)phenyl]methanol in 30 ml of ethyl ether, after purification on a silica column (AcOEt 10-Heptane 90), a yellow oil (m=1.7 g; Y=86%) is obtained. The reactants are [H-].[H-].[H-].[H-].[Li+].[Al+3] (LiAlH4), OS(=O)(=O)O (H2SO4), C(C1=CC=CC=C1)S (benzyl mercaptan), solution, C(CCC)[Li] (butyllithium), C(C)(C)[C@H](C(=O)N1C(OC[C@H]1CC1=CC=CC=C1)=O)CC1=CC(=C(C=C1)C(C)(C)C)OC(C)=O (3-[2(R)-isopropyl-3-(3-acetoxy-4-tert-butyl-phenyl)-propanoyl]-4(R)-benzyl-oxazolidin-2-one). The solvent is O1CCCC1 (tetrahydrofuran), O1CCCC1.O (tetrahydrofuran water), C(C)(=O)OCC (ethyl acetate), O1CCCC1 (tetrahydrofuran), CCCCCC (hexane), O1CCCC1 (tetrahydrofuran). Conditions: temperature 0 celsius, time 90 minute. Yields the product C(C)(C)[C@H](CO)CC1=CC(=C(C=C1)C(C)(C)C)O (2(R)-Isopropyl-3-(3-hydroxy-4-tert-butyl-phenyl)-propanol). Reaction SMILES: C(S)C1C=CC=CC=1.C([Li])CCC.[CH:14]([C@@H:17]([CH2:33][C:34]1[CH:39]=[CH:38][C:37]([C:40]([CH3:43])([CH3:42])[CH3:41])=[C:36]([O:44]C(=O)C)[CH:35]=1)[C:18](N1[C@H](CC2C=CC=CC=2)COC1=O)=[O:19])([CH3:16])[CH3:15].[H-].[H-].[H-].[H-].[Li+].[Al+3].OS(O)(=O)=O>O1CCCC1.CCCCCC.O1CCCC1.O.C(OCC)(=O)C>[CH:14]([C@@H:17]([CH2:33][C:34]1[CH:39]=[CH:38][C:37]([C:40]([CH3:41])([CH3:43])[CH3:42])=[C:36]([OH:44])[CH:35]=1)[CH2:18][OH:19])([CH3:16])[CH3:15] |f:3.4.5.6.7.8,12.13|. Reported procedure: To a solution, stirred at 0° C., of 12.3 ml of benzyl mercaptan in 100 ml of tetrahydrofuran there are added dropwise 49 ml of a 1.6M solution of butyllithium in hexane and after a further 15 minutes' stirring at 0° C. a solution of 12.1 g of 3-[2(R)-isopropyl-3-(3-acetoxy-4-tert-butyl-phenyl)-propanoyl]-4(R)-benzyl-oxazolidin-2-one in 100 ml of tetrahydrofuran. The reaction solution is stirred at 0° C. for a further 90 minutes and is then added dropwise at 0° C., with stirring, to a suspension ... Starting materials: N(=[N+]=[N-])[C@@H]1CO[C@@H]([C@H](C1)O)CO (1,5-Anhydro-2-azido-2,3-dideoxy-D-mannitol), COC1=CC=C(C(C2=CC=C(C=C2)OC)(C2=CC=CC=C2)Cl)C=C1 (4,4′-dimethoxytritylchloride). Run in N1=CC=CC=C1 (pyridine), N1=CC=CC=C1 (pyridine), N1=CC=CC=C1 (pyridine). Product: COC1=CC=C(C(C2=CC=C(C=C2)OC)(C2=CC=CC=C2)OC[C@@H]2[C@H](C[C@@H](CO2)N=[N+]=[N-])O)C=C1 (6-O-(4,4′-Dimethoxytrityl)-1,5-anhydro-2-azido-2,3-dideoxy-D-mannitol). The yield is 75.5%. As a reaction SMILES: [N:1]([C@H:4]1[CH2:9][C@H:8]([OH:10])[C@@H:7]([CH2:11][OH:12])[O:6][CH2:5]1)=[N+:2]=[N-:3].[CH3:13][O:14][C:15]1[CH:36]=[CH:35][C:18]([C:19](Cl)([C:28]2[CH:33]=[CH:32][CH:31]=[CH:30][CH:29]=2)[C:20]2[CH:25]=[CH:24][C:23]([O:26][CH3:27])=[CH:22][CH:21]=2)=[CH:17][CH:16]=1>N1C=CC=CC=1>[CH3:27][O:26][C:23]1[CH:22]=[CH:21][C:20]([C:19]([O:12][CH2:11][C@H:7]2[O:6][CH2:5][C@@H:4]([N:1]=[N+:2]=[N-:3])[CH2:9][C@@H:8]2[OH:10])([C:28]2[CH:29]=[CH:30][CH:31]=[CH:32][CH:33]=2)[C:18]2[CH:35]=[CH:36][C:15]([O:14][CH3:13])=[CH:16][CH:17]=2)=[CH:25][CH:24]=1. Reported procedure: 7.6 g (44 mmole) of 1,5-anhydro-2-azido-2,3-dideoxy-D-mannitol (4) were coevaporated with 3×40 ml of pyridine and then dissolved in 120 ml of pyridine. Thereafter, 19.6 g (53.3 mmole) of 4,4′-dimethoxytritylchloride in 120 ml of pyridine are added at r.t. within 1 h under stirring. The reaction mixture was stirred for another 2 h at r.t. Then pyridine was evaporated and the residue was dissolved in 800 ml of ethyl acetate und washed twice with 400 ml of 5% sodium hydrogencarbonate solution. Orga...